describe an organic reaction: reactants, conditions, products, and yield From a dataset of the Open Reaction Database (ORD), a public repository of structured organic reaction records. Starting materials: C(C)OC(C#C)=O (propiolic acid ethyl ester), C(CCCCCCCC=C)O (dec-9-en-1-ol), CN1CCOCC1 (N-methylmorpholine). Solvent: C(C)OCC (diethylether). Conditions: time 24 hour. Product: C(C)OC(\C=C\OCCCCCCCCC=C)=O ((E)-3-Dec-9-enyloxy-acrylic acid ethyl ester). Isolated yield 91.2%. As a reaction SMILES: [CH2:1]([O:3][C:4](=[O:7])[C:5]#[CH:6])[CH3:2].[CH2:8]([OH:18])[CH2:9][CH2:10][CH2:11][CH2:12][CH2:13][CH2:14][CH2:15][CH:16]=[CH2:17].CN1CCOCC1>C(OCC)C>[CH2:1]([O:3][C:4](=[O:7])/[CH:5]=[CH:6]/[O:18][CH2:8][CH2:9][CH2:10][CH2:11][CH2:12][CH2:13][CH2:14][CH2:15][CH:16]=[CH2:17])[CH3:2]. Reported procedure: The reaction was performed in standard glassware under an atmosphere of N2. To 150 ml of diethylether were added 9.8 g (0.1 mol) propiolic acid ethyl ester, 15.6g (0.1 mol) dec-9-en-1-ol and 10.1 g (0.1 mol) N-methylmorpholine. This solution was kept without stirring at room temperature for 24 hours. The mixture was evaporated under vacuum and the residue purified by bulb to bulb distillation (bp: 85-90° C.; 0.006 mbar) to yield 23.2 g (916%) of an oil. Starting materials: Clc1cc(CBr)cc(Cl)n1, CCOCC, COc1ccc(F)cc1C(C)(C)CC(=O)C(F)(F)F, [Mg]. Product: COc1ccc(F)cc1C(C)(C)CC(O)(Cc1cc(Cl)nc(Cl)c1)C(F)(F)F. As a reaction SMILES: [Br:2][CH2:3][c:4]1[cH:5][c:6]([Cl:11])[n:7][c:8]([Cl:10])[cH:9]1.[CH3:31][CH2:32][O:33][CH2:34][CH3:35].[F:12][C:13]([C:14]([CH2:15][C:16]([CH3:17])([CH3:18])[c:19]1[c:20]([O:26][CH3:27])[cH:21][cH:22][c:23]([F:25])[cH:24]1)=[O:28])([F:29])[F:30].[Mg:1]>>[CH2:3]([c:4]1[cH:5][c:6]([Cl:11])[n:7][c:8]([Cl:10])[cH:9]1)[C:14]([C:13]([F:12])([F:29])[F:30])([CH2:15][C:16]([CH3:17])([CH3:18])[c:19]1[c:20]([O:26][CH3:27])[cH:21][cH:22][c:23]([F:25])[cH:24]1)[OH:28]. Reactants: ClCC(C(CCCl)(C)C)=O (1,5-dichloro-3,3-dimethyl-pentan-2-one), ClC1=CC=C(C=C1)O (4-chlorophenol), C([O-])([O-])=O.[K+].[K+] (potassium carbonate), O (water). Yield: 82.6%. Solvent: C1(=CC=CC=C1)C (toluene), C1(=CC=CC=C1)C (toluene). Conditions: temperature 40 celsius. Yields the product ClC1=CC=C(OCC(C(CCCl)(C)C)=O)C=C1 (1-(4-chlorophenoxy)-5-chloro-3,3-dimethyl-pentan-2-one). RXN SMILES: [Cl:1][C:2]1[CH:7]=[CH:6][C:5]([OH:8])=[CH:4][CH:3]=1.C(=O)([O-])[O-].[K+].[K+].O.Cl[CH2:17][C:18](=[O:25])[C:19]([CH3:24])([CH3:23])[CH2:20][CH2:21][Cl:22]>C1(C)C=CC=CC=1>[Cl:1][C:2]1[CH:7]=[CH:6][C:5]([O:8][CH2:17][C:18](=[O:25])[C:19]([CH3:24])([CH3:23])[CH2:20][CH2:21][Cl:22])=[CH:4][CH:3]=1 |f:1.2.3|. Procedure: 92.5 g (0.72 mol) of 4-chlorophenol and 99.4 g (0.72 mol) of potassium carbonate in 500 ml of toluene are heated under reflux for 2 hours, the water of reaction distilling off azeotropically. The mixture is cooled to 40° C., and 110 g (0.6 mol) of 1,5-dichloro-3,3-dimethyl-pentan-2-one in 300 ml of toluene are added. The reaction mixture is heated at 100° C. for 5 hours, and is then cooled and filtered off under suction from the inorganic residue. The filtrate is washed with dilute sodium hydrox... Starting materials: ClC1=CC=C(C(=O)C2CC(OC2)=O)C=C1 (4-(4-chlorobenzoyl)-tetrahydrofuran-2-one), [N+](=O)(O)[O-] (nitric acid). The solvent is ice water. Run at time 30 minute. Product: ClC1=C(C=C(C(=O)C2CC(OC2)=O)C=C1)[N+](=O)[O-] (4-(4-chloro-3-nitro-benzoyl)-tetrahydrofuran-2-one). RXN SMILES: [Cl:1][C:2]1[CH:15]=[CH:14][C:5]([C:6]([CH:8]2[CH2:12][O:11][C:10](=[O:13])[CH2:9]2)=[O:7])=[CH:4][CH:3]=1.[N+:16]([O-])([OH:18])=[O:17]>>[Cl:1][C:2]1[CH:3]=[CH:4][C:5]([C:6]([CH:8]2[CH2:12][O:11][C:10](=[O:13])[CH2:9]2)=[O:7])=[CH:14][C:15]=1[N+:16]([O-:18])=[O:17]. Procedure: 3.37 g (15 mmol) of 4-(4-chlorobenzoyl)-tetrahydrofuran-2-one are added portion wise to 30 ml of nitric acid (100%) at -15° C. The temperature should not exceed -5° C. Stirring is continued for 30 minutes after all the compound has been added and the mixture is then poured out on 300 ml of ice water and the solid which has precipitated is separated by suction filtration and washed with water.